From a dataset of the Open Reaction Database (ORD), a public repository of structured organic reaction records. describe an organic reaction: reactants, conditions, products, and yield Reactants: FC1=CC=C(C=C1)N1CCNCC1 (1-(4-fluorophenyl)piperazine), ClCCC(COC1=CC(=C(C=C1)Cl)C)O (4-chloro-1-(4-chloro-3-methylphenoxy)-2-butanol), C([O-])([O-])=O.[Na+].[Na+] (sodium carbonate), [I-].[K+] (potassium iodide). Run in CC(C)O (2-propanol), C(CCC)O (1-butanol). Product: ClC1=C(C=C(OCC(CCN2CCN(CC2)C2=CC=C(C=C2)F)O)C=C1)C (1-(4-Chloro-3-methylphenoxy)-4-[4-(4-fluorophenyl)-1-piperazinyl]-2-butanol), Cl (hydrogen chloride). RXN SMILES: [F:1][C:2]1[CH:7]=[CH:6][C:5]([N:8]2[CH2:13][CH2:12][NH:11][CH2:10][CH2:9]2)=[CH:4][CH:3]=1.[Cl:14][CH2:15][CH2:16][CH:17]([OH:28])[CH2:18][O:19][C:20]1[CH:25]=[CH:24][C:23]([Cl:26])=[C:22]([CH3:27])[CH:21]=1.C(=O)([O-])[O-].[Na+].[Na+].[I-].[K+]>CC(O)C.C(O)CCC>[Cl:26][C:23]1[CH:24]=[CH:25][C:20]([O:19][CH2:18][CH:17]([OH:28])[CH2:16][CH2:15][N:11]2[CH2:12][CH2:13][N:8]([C:5]3[CH:4]=[CH:3][C:2]([F:1])=[CH:7][CH:6]=3)[CH2:9][CH2:10]2)=[CH:21][C:22]=1[CH3:27].[ClH:14] |f:2.3.4,5.6|. Procedure details: This compound was prepared according to the procedure of Example 97. A mixture of 1.8 g (0.01 mole) of 1-(4-fluorophenyl)piperazine, 2.5 g (0.01 mole) of 4-chloro-1-(4-chloro-3-methylphenoxy)-2-butanol, 5.2 g (0.05 mole) of anhydrous sodium carbonate and 0.1 g of potassium iodide in a total volume of 200 ml of 1-butanol gave a golden oil as residue. The hydrochloride was formed in 2-propanol saturated with hydrogen chloride and the collected solid was recrystallized from methanol-water-ethyl eth... Reactants: ClC=1C=2N(C3=CC=C(C=C3N1)OC(F)(F)F)C=CN2 (4-chloro-7-(trifluoromethoxy)imidazo[1,2-a]quinoxaline), BrN1C(CCC1=O)=O (N-bromosuccinimide). Run in ClCCl (dichloromethane). Reaction conditions: temperature 30 celsius, time 7 hour. Yields the product BrC1=CN=C2N1C1=CC=C(C=C1N=C2Cl)OC(F)(F)F (1-Bromo-4-chloro-7-trifluoromethoxy-imidazo[1,2-a]quinoxaline). As a reaction SMILES: [Cl:1][C:2]1[C:3]2[N:4]([CH:17]=[CH:18][N:19]=2)[C:5]2[C:10]([N:11]=1)=[CH:9][C:8]([O:12][C:13]([F:16])([F:15])[F:14])=[CH:7][CH:6]=2.[Br:20]N1C(=O)CCC1=O>ClCCl>[Br:20][C:17]1[N:4]2[C:5]3[C:10]([N:11]=[C:2]([Cl:1])[C:3]2=[N:19][CH:18]=1)=[CH:9][C:8]([O:12][C:13]([F:14])([F:15])[F:16])=[CH:7][CH:6]=3. Procedure: To a stirred solution of 4-chloro-7-(trifluoromethoxy)imidazo[1,2-a]quinoxaline (5.4 g, 18.8 mmol, 1 eq) prepared as described in example 7 step 4 in dichloromethane (94 mL) is added N-bromosuccinimide (5.0 g; 28.2 mmol; 1.5 eq). The solution becomes green during the addition. The solution is allowed to stir for 7 hours at 30° C. until completion of the reaction. Then, the solution is concentrated under vacuum and purified by chromatography on a silica gel column (chloroform/cyclohexane 7:3) to ... Reactants: O[C@](CC)(C=1N=CNC1)C=1C=C2C=CC(=CC2=CC1)C(=O)NC ((S)-(−)-6-[1-hydroxy-1-(1H-imidazol-4-yl)propyl]-N-methyl-2-naphthamide), C(\C=C\C(=O)O)(=O)O (fumaric acid). Run in CCO (EtOH). Product: C(\C=C\C(=O)O)(=O)O.O[C@](CC)(C=1N=CNC1)C=1C=C2C=CC(=CC2=CC1)C(=O)NC ((S)-(−)-6-[1-Hydroxy-1-(1H-imidazol-4-yl)propyl]-N-methyl-2-naphthamide Fumarate). Yield: 88.7%. RXN SMILES: [OH:1][C@@:2]([C:10]1[CH:11]=[C:12]2[C:17](=[CH:18][CH:19]=1)[CH:16]=[C:15]([C:20]([NH:22][CH3:23])=[O:21])[CH:14]=[CH:13]2)([C:5]1[N:6]=[CH:7][NH:8][CH:9]=1)[CH2:3][CH3:4].[C:24]([OH:31])(=[O:30])/[CH:25]=[CH:26]/[C:27]([OH:29])=[O:28]>CCO>[C:24]([OH:31])(=[O:30])/[CH:25]=[CH:26]/[C:27]([OH:29])=[O:28].[OH:1][C@@:2]([C:10]1[CH:11]=[C:12]2[C:17](=[CH:18][CH:19]=1)[CH:16]=[C:15]([C:20]([NH:22][CH3:23])=[O:21])[CH:14]=[CH:13]2)([C:5]1[N:6]=[CH:7][NH:8][CH:9]=1)[CH2:3][CH3:4] |f:3.4|. Procedure details: To a heated (70° C.) solution of (S)-(−)-6-[1-hydroxy-1-(1H-imidazol-4-yl)propyl]-N-methyl-2-naphthamide (6.20 g) was added a hot solution of fumaric acid (2.20 g) in EtOH (30 mL), and the mixture was stand at room temperature. The obtained crystals were filtered, washed with EtOH, and dried in vacuo to give the title compound (7.15 g) as a colorless powder. RXN SMILES: [Br:1][c:2]1[c:3]([C:8]2=[N:9][CH2:10][c:11]3[n:12]([cH:20][n:21][c:22]3[C:23](=[O:24])[OH:25])-[c:13]3[c:14]2[cH:15][c:16]([F:19])[cH:17][cH:18]3)[cH:4][cH:5][cH:6][cH:7]1.[CH2:33]([Cl:34])[Cl:35].[Cl:26][P:27]([Cl:28])([Cl:29])([Cl:30])[Cl:31].[NH3:32]>>[Br:1][c:2]1[c:3]([C:8]2=[N:9][CH2:10][c:11]3[n:12]([cH:20][n:21][c:22]3[C:23](=[O:25])[NH2:32])-[c:13]3[c:14]2[cH:15][c:16]([F:19])[cH:17][cH:18]3)[cH:4][cH:5][cH:6][cH:7]1. Starting materials: O=C(O)c1ncn2c1CN=C(c1ccccc1Br)c1cc(F)ccc1-2, ClCCl, ClP(Cl)(Cl)(Cl)Cl, N. Product: NC(=O)c1ncn2c1CN=C(c1ccccc1Br)c1cc(F)ccc1-2. The product is CC1=CC(=NO)C(C)=C(C)C1=O. Reaction SMILES: [CH3:12][CH2:13][OH:14].[CH3:1][C:2]1=[C:7]([CH3:8])[C:6](=[O:9])[C:5]([CH3:10])=[CH:4][C:3]1=[O:11].[ClH:15].[ClH:18].[NH2:16][OH:17].[OH2:19]>>[CH3:1][C:2]1=[C:7]([CH3:8])[C:6](=[O:9])[C:5]([CH3:10])=[CH:4][C:3]1=[N:16][OH:17]. Reactants: CCO, CC1=CC(=O)C(C)=C(C)C1=O, Cl, Cl, NO, O.